Dataset: the Open Reaction Database (ORD), a public repository of structured organic reaction records. Task: describe an organic reaction: reactants, conditions, products, and yield As a reaction SMILES: [C:1]([C:3]1[CH:8]=[CH:7][C:6]([O:9][C:10]2[N:15]=[CH:14][C:13]([NH:16][C:17]([NH:19][C:20]([CH3:26])([C:22](OC)=[O:23])[CH3:21])=[O:18])=[CH:12][CH:11]=2)=[C:5]([C:27]([F:30])([F:29])[F:28])[CH:4]=1)#[N:2].C[O-].[Na+]>CO>[CH3:21][C:20]1([CH3:26])[C:22](=[O:23])[N:16]([C:13]2[CH:12]=[CH:11][C:10]([O:9][C:6]3[CH:7]=[CH:8][C:3]([C:1]#[N:2])=[CH:4][C:5]=3[C:27]([F:28])([F:29])[F:30])=[N:15][CH:14]=2)[C:17](=[O:18])[NH:19]1 |f:1.2|. Product: CC1(NC(N(C1=O)C=1C=CC(=NC1)OC1=C(C=C(C#N)C=C1)C(F)(F)F)=O)C (4-{[5-(4,4-dimethyl-2,5-dioxo-1-imidazolidinyl)-2-pyridinyl]oxy}-3-(trifluoromethyl)benzonitrile). The solvent is CO (MeOH). Yield: 18.1%. Reactants: C(#N)C1=CC(=C(C=C1)OC1=CC=C(C=N1)NC(=O)NC(C)(C(=O)OC)C)C(F)(F)F (methyl N-{[(6-{[4-cyano-2-(trifluoromethyl)phenyl]oxy}-3-pyridinyl)amino]carbonyl}-2-methylalaninate), C(#N)C1=CC(=C(C=C1)OC1=CC=C(C=N1)NC(=O)NC(C)(C(=O)OC)C)C(F)(F)F (methyl N-{[(6-{[4-cyano-2-(trifluoromethyl)phenyl]oxy}-3-pyridinyl)amino]carbonyl}-2-methylalaninate), C[O-].[Na+] (Sodium methoxide). Procedure details: A solution of methyl N-{[(6-{[4-cyano-2-(trifluoromethyl)phenyl]oxy}-3-pyridinyl)amino]carbonyl}-2-methylalaninate (Intermediate 165, 49 mg) in MeOH (10 mL) was heated at reflux for 10 min. Sodium methoxide (4 mg) was added to the hot reaction mixture and it was left refluxing for 2.5 hours. The solvent was evaporated to dryness and the residue obtained was purified by flash-chromatography (companion system, 12 g Si cartridge), with Cyclohexane/EtOAc as eluents from 70/30 to 50/50, to give two b... Starting materials: CCCC[N+](CCCC)(CCCC)CCCC, C=CCOC(=O)Cl, ClCCl, COc1ccc(CN2C(=O)C(C(C)O)C2C(=O)OC(C)(C)C)cc1, [Na+], [OH-], O=S(=O)([O-])O. Yields the product C=CCOC(=O)OC(C)C1C(=O)N(Cc2ccc(OC)cc2)C1C(=O)OC(C)(C)C. Reaction SMILES: [CH2:39]([N+:40]([CH2:41][CH2:42][CH2:43][CH3:44])([CH2:45][CH2:46][CH2:47][CH3:48])[CH2:49][CH2:50][CH2:51][CH3:52])[CH2:53][CH2:54][CH3:55].[CH2:3]([CH:4]=[CH2:5])[O:6][C:7](=[O:8])[Cl:9].[CH2:56]([Cl:57])[Cl:58].[CH3:10][O:11][c:12]1[cH:13][cH:14][c:15]([CH2:16][N:17]2[C:18](=[O:31])[CH:19]([CH:28]([CH3:29])[OH:30])[CH:20]2[C:21](=[O:22])[O:23][C:24]([CH3:25])([CH3:26])[CH3:27])[cH:32][cH:33]1.[Na+:2].[OH-:1].[S:34](=[O:35])(=[O:36])([OH:37])[O-:38]>>[CH2:3]([CH:4]=[CH2:5])[O:6][C:7](=[O:8])[O:30][CH:28]([CH:19]1[C:18](=[O:31])[N:17]([CH2:16][c:15]2[cH:14][cH:13][c:12]([O:11][CH3:10])[cH:33][cH:32]2)[CH:20]1[C:21](=[O:22])[O:23][C:24]([CH3:25])([CH3:26])[CH3:27])[CH3:29]. Reactants: C(C1=CC=CC=C1)OCC=CCOCC1=CC=CC=C1 (1,4-bis-(benzyloxy)-2-butene), ClC1=CC(=CC=C1)C(=O)OO (m-chloroperbenzoic acid), aqueous solution, S(=O)([O-])S(=O)[O-].[Na+].[Na+] (sodium hydrosulfite). Solvent: ClCCl (dichloromethane). Product: C(C1=CC=CC=C1)OCC1C(COCC2=CC=CC=C2)O1 (1,4-bis(benzyloxy)-2,3-epoxybutane). Isolated yield 67.1%. Reaction SMILES: [CH2:1]([O:8][CH2:9][CH:10]=[CH:11][CH2:12][O:13][CH2:14][C:15]1[CH:20]=[CH:19][CH:18]=[CH:17][CH:16]=1)[C:2]1[CH:7]=[CH:6][CH:5]=[CH:4][CH:3]=1.ClC1C=CC=C(C(OO)=[O:29])C=1.S(S([O-])=O)([O-])=O.[Na+].[Na+]>ClCCl>[CH2:1]([O:8][CH2:9][CH:10]1[O:29][CH:11]1[CH2:12][O:13][CH2:14][C:15]1[CH:16]=[CH:17][CH:18]=[CH:19][CH:20]=1)[C:2]1[CH:7]=[CH:6][CH:5]=[CH:4][CH:3]=1 |f:2.3.4|. Procedure: To a solution of 6.0 g (0.022 mol) of 1,4-bis-(benzyloxy)-2-butene in 80 ml of dichloromethane was added 5.4 g (0.022 mol) of m-chloroperbenzoic acid (purity: 70%) in four portions under ice-cooling and stirring. The resulting mixture was stirred at the same temperature for 1 hour. After filtering off the white precipitate thus formed, the filtrate was poured into a 10% aqueous solution of sodium hydrosulfite. The mixture was extracted with dichloromethane, washed with water and dried. After dis... The reactants are [H][H], CC(C)(ON=C(C(=O)NC1C(=O)N(S(=O)(=O)[O-])C1C(N)=O)c1csc(N)n1)C(=O)OCc1ccc([N+](=O)[O-])cc1, [Na+], O. Product: CC(C)(ON=C(C(=O)NC1C(=O)N(S(=O)(=O)O)C1C(N)=O)c1csc(N)n1)C(=O)O. As a reaction SMILES: [H:42][H:43].[NH2:1][c:2]1[s:3][cH:4][c:5]([C:7]([C:8](=[O:9])[NH:10][CH:11]2[C:12](=[O:22])[N:13]([S:18](=[O:19])(=[O:20])[O-:21])[CH:14]2[C:15]([NH2:16])=[O:17])=[N:23][O:24][C:25]([CH3:26])([C:27](=[O:28])[O:29][CH2:30][c:31]2[cH:32][cH:33][c:34]([N+:35]([O-:36])=[O:37])[cH:38][cH:39]2)[CH3:40])[n:6]1.[Na+:41].[OH2:44]>>[NH2:1][c:2]1[s:3][cH:4][c:5]([C:7]([C:8](=[O:9])[NH:10][CH:11]2[C:12](=[O:22])[N:13]([S:18](=[O:19])(=[O:20])[OH:21])[CH:14]2[C:15]([NH2:16])=[O:17])=[N:23][O:24][C:25]([CH3:26])([C:27](=[O:28])[OH:29])[CH3:40])[n:6]1. The reactants are [OH-].[Na+] (sodium hydroxide), O (water), COC1=CC2=C(CCN(CC2)S(=O)(=O)C2=CC=C(C=C2)C)C=C1 (7-methoxy-3-(toluene-4-sulfonyl)-2,3,4,5-tetrahydro-1H-benzo-[d]azepine), [H-].[H-].[H-].[H-].[Li+].[Al+3] (LiAlH4), O (water). Solvent: CCOC(=O)C (EtOAc), C1CCOC1 (THF), C1CCOC1 (THF). The product is COC1=CC2=C(CCNCC2)C=C1 (7-methoxy-2,3,4,5-tetrahydro-1H-benzo[d]azepine). RXN SMILES: [CH3:1][O:2][C:3]1[CH:23]=[CH:22][C:6]2[CH2:7][CH2:8][N:9](S(C3C=CC(C)=CC=3)(=O)=O)[CH2:10][CH2:11][C:5]=2[CH:4]=1.[H-].[H-].[H-].[H-].[Li+].[Al+3].O.[OH-].[Na+]>C1COCC1.CCOC(C)=O>[CH3:1][O:2][C:3]1[CH:23]=[CH:22][C:6]2[CH2:7][CH2:8][NH:9][CH2:10][CH2:11][C:5]=2[CH:4]=1 |f:1.2.3.4.5.6,8.9|. Reported procedure: To a solution of 7-methoxy-3-(toluene-4-sulfonyl)-2,3,4,5-tetrahydro-1H-benzo-[d]azepine (6.62 g, 20 mmol) in anhydrous THF (150 ml) is added a solution of LiAlH4 in THF (1.0 M, 40 ml, 2.0 eq.). The resulting mixture is refluxed under N2 for 24 hr. To the solution at 0° C. is added water (1.52 g) very carefully with stirring, followed by the addition of sodium hydroxide solution (10.0 N, 1.52 ml) and then water (3.04 g). The mixture is stirred at rt for an additional 1 hr, then diluted with EtOA...